This data is from the Open Reaction Database (ORD), a public repository of structured organic reaction records. The task is: describe an organic reaction: reactants, conditions, products, and yield Starting materials: N(O)=C1SCC(N(C1C)C)=O (2-oximino-3,4-dimethyltetrahydro-1,4-thiazin-5-one), CN=C=O (methyl isocyanate). Run in C(C)N(CC)CC (triethylamine). Product: CNC(=O)ON=C1SCC(N(C1C)C)=O (2-[O-(methylcarbamoyl)oximino]-3,4-dimethyltetrahydro-1,4-thiazin-5-one). RXN SMILES: [N:1](=[C:3]1[CH:8]([CH3:9])[N:7]([CH3:10])[C:6](=[O:11])[CH2:5][S:4]1)[OH:2].[CH3:12][N:13]=[C:14]=[O:15]>C(N(CC)CC)C>[CH3:12][NH:13][C:14]([O:2][N:1]=[C:3]1[CH:8]([CH3:9])[N:7]([CH3:10])[C:6](=[O:11])[CH2:5][S:4]1)=[O:15]. Procedure: Utilizing the procedure of Example V, 2-oximino-3,4-dimethyltetrahydro-1,4-thiazin-5-one was reacted with methyl isocyanate in the presence of triethylamine to yield 3 g of 2-[O-(methylcarbamoyl)oximino]-3,4-dimethyltetrahydro-1,4-thiazin-5-one, m.p. 161°-163° C. Starting materials: CC1(C)CC(=C(c2ccccc2)c2ccc(Br)cc2)CC(C)(C)C1, O=C([O-])[O-], C1CCOC1, Cc1noc(C)c1B(O)O, CCOC(C)=O, [Na+], [Na+], c1ccc(P(c2ccccc2)(c2ccccc2)[Pd](P(c2ccccc2)(c2ccccc2)c2ccccc2)(P(c2ccccc2)(c2ccccc2)c2ccccc2)P(c2ccccc2)(c2ccccc2)c2ccccc2)cc1. Product: Cc1noc(C)c1-c1ccc(C(=C2CC(C)(C)CC(C)(C)C2)c2ccccc2)cc1. RXN SMILES: [Br:1][c:2]1[cH:3][cH:4][c:5]([C:8](=[C:9]2[CH2:10][C:11]([CH3:17])([CH3:18])[CH2:12][C:13]([CH3:15])([CH3:16])[CH2:14]2)[c:19]2[cH:20][cH:21][cH:22][cH:23][cH:24]2)[cH:6][cH:7]1.[C:35](=[O:36])([O-:37])[O-:38].[CH2:41]1[O:42][CH2:43][CH2:44][CH2:45]1.[CH3:25][c:26]1[n:27][o:28][c:29]([CH3:34])[c:30]1[B:31]([OH:32])[OH:33].[CH3:46][CH2:47][O:48][C:49]([CH3:50])=[O:51].[Na+:39].[Na+:40].[cH:52]1[cH:53][cH:54][c:55]([P:56]([Pd:57]([P:58]([c:59]2[cH:60][cH:61][cH:62][cH:63][cH:64]2)([c:65]2[cH:66][cH:67][cH:68][cH:69][cH:70]2)[c:71]2[cH:72][cH:73][cH:74][cH:75][cH:76]2)([P:77]([c:78]2[cH:79][cH:80][cH:81][cH:82][cH:83]2)([c:84]2[cH:85][cH:86][cH:87][cH:88][cH:89]2)[c:90]2[cH:91][cH:92][cH:93][cH:94][cH:95]2)[P:96]([c:97]2[cH:98][cH:99][cH:100][cH:101][cH:102]2)([c:103]2[cH:104][cH:105][cH:106][cH:107][cH:108]2)[c:109]2[cH:110][cH:111][cH:112][cH:113][cH:114]2)([c:115]2[cH:116][cH:117][cH:118][cH:119][cH:120]2)[c:121]2[cH:122][cH:123][cH:124][cH:125][cH:126]2)[cH:127][cH:128]1>>[c:2]1(-[c:30]2[c:26]([CH3:25])[n:27][o:28][c:29]2[CH3:34])[cH:3][cH:4][c:5]([C:8](=[C:9]2[CH2:10][C:11]([CH3:17])([CH3:18])[CH2:12][C:13]([CH3:15])([CH3:16])[CH2:14]2)[c:19]2[cH:20][cH:21][cH:22][cH:23][cH:24]2)[cH:6][cH:7]1. The reactants are C(C)(=O)OCC (ethyl acetate), C([O-])([O-])=O.[K+].[K+] (potassium carbonate), IC (iodomethane), BrC1=C(C=CC(=C1)C(C)CC)O (2-Bromo-4-sec-butyl-phenol). The solvent is O (water), CN(C=O)C (N,N-dimethylformamide). Reaction conditions: time 8 hour. The product is BrC1=C(C=CC(=C1)C(C)CC)OC (2-bromo-4-sec-butyl-1-methoxy-benzene). Yield: 99.3%. Reaction SMILES: [Br:1][C:2]1[CH:7]=[C:6]([CH:8]([CH2:10][CH3:11])[CH3:9])[CH:5]=[CH:4][C:3]=1[OH:12].[C:13](=O)([O-])[O-].[K+].[K+].IC.C(OCC)(=O)C>CN(C)C=O.O>[Br:1][C:2]1[CH:7]=[C:6]([CH:8]([CH2:10][CH3:11])[CH3:9])[CH:5]=[CH:4][C:3]=1[O:12][CH3:13] |f:1.2.3|. Procedure: 2-Bromo-4-sec-butyl-phenol (1.50 g) is dissolved in N,N-dimethylformamide (10 ml) and thereto are added potassium carbonate (1.18 g) and iodomethane (1.12 g) and the mixture is stirred at room temperature overnight. Thereto are added ethyl acetate and water, and the mixture is separated, and the organic layer is washed with a saturated brine, dried over magnesium sulfate and concentrated under reduced pressure. The resulting residue is purified by silica gel column chromatography (hexane:ethyl a... Reactants: C1CCOC1, CN, Cc1ccccc1, O=C1CCC(c2ccccc2)(c2ccccc2)CN1CCl. Product: CNCN1CC(c2ccccc2)(c2ccccc2)CCC1=O, Cl. RXN SMILES: [CH2:31]1[O:32][CH2:33][CH2:34][CH2:35]1.[CH3:22][NH2:23].[CH3:24][c:25]1[cH:26][cH:27][cH:28][cH:29][cH:30]1.[Cl:1][CH2:2][N:3]1[C:4](=[O:21])[CH2:5][CH2:6][C:7]([c:9]2[cH:10][cH:11][cH:12][cH:13][cH:14]2)([c:15]2[cH:16][cH:17][cH:18][cH:19][cH:20]2)[CH2:8]1>>[CH2:2]([N:3]1[C:4](=[O:21])[CH2:5][CH2:6][C:7]([c:9]2[cH:10][cH:11][cH:12][cH:13][cH:14]2)([c:15]2[cH:16][cH:17][cH:18][cH:19][cH:20]2)[CH2:8]1)[NH:23][CH3:22].[ClH:1]. Reactants: [BH4-], CC(C)O, CC(=O)CCCC(N(C)C)C1(c2ccc(Cl)c(Cl)c2)CCC1, [Na+], O. The product is CC(O)CCCC(N(C)C)C1(c2ccc(Cl)c(Cl)c2)CCC1. Reaction SMILES: [BH4-:23].[CH3:26][CH:27]([OH:28])[CH3:29].[Cl:1][c:2]1[cH:3][c:4]([C:9]2([CH:13]([CH2:14][CH2:15][CH2:16][C:17]([CH3:18])=[O:19])[N:20]([CH3:21])[CH3:22])[CH2:10][CH2:11][CH2:12]2)[cH:5][cH:6][c:7]1[Cl:8].[Na+:24].[OH2:25]>>[Cl:1][c:2]1[cH:3][c:4]([C:9]2([CH:13]([CH2:14][CH2:15][CH2:16][CH:17]([CH3:18])[OH:19])[N:20]([CH3:21])[CH3:22])[CH2:10][CH2:11][CH2:12]2)[cH:5][cH:6][c:7]1[Cl:8]. As a reaction SMILES: [NH2:1][C:2]1[CH:7]=[CH:6][C:5]([C:8]([F:11])([F:10])[F:9])=[CH:4][C:3]=1[C:12]([C:14]1[CH:19]=[CH:18][CH:17]=[CH:16][CH:15]=1)=O.[CH:20]1([C:25](=O)[CH2:26][C:27]#[N:28])[CH2:24][CH2:23][CH2:22][CH2:21]1>>[CH:20]1([C:25]2[C:26]([C:27]#[N:28])=[C:12]([C:14]3[CH:19]=[CH:18][CH:17]=[CH:16][CH:15]=3)[C:3]3[C:2](=[CH:7][CH:6]=[C:5]([C:8]([F:11])([F:10])[F:9])[CH:4]=3)[N:1]=2)[CH2:24][CH2:23][CH2:22][CH2:21]1. The reactants are NC1=C(C=C(C=C1)C(F)(F)F)C(=O)C1=CC=CC=C1 ((2-amino-5-trifluoromethyl-phenyl)-phenyl-methanone), C1(CCCC1)C(CC#N)=O (3-Cyclopentyl-3-oxo-propionitrile). Product: C1(CCCC1)C1=NC2=CC=C(C=C2C(=C1C#N)C1=CC=CC=C1)C(F)(F)F (2-Cyclopentyl-4-phenyl-6-trifluoromethyl-quinoline-3-carbonitrile). Procedure details: The title compound was prepared in analogy to example 101 step B from (2-amino-5-trifluoromethyl-phenyl)-phenyl-methanone and 3-cyclopentyl-3-oxo-propionitrile (prepared as described in example 105 step A). White solid. MS (ESI): 367.4 (M+H)+. The reactants are CCOC(=O)C=C(c1ccccc1)c1ccc(Br)cc1, C#CCN(C)C, CN, ClCCl, [Cu]I, Cl[Pd]Cl, c1ccc(P(c2ccccc2)c2ccccc2)cc1, c1ccc(P(c2ccccc2)c2ccccc2)cc1. Yields the product CCOC(=O)C=C(c1ccccc1)c1ccc(C#CCN(C)C)cc1. Reaction SMILES: [CH2:1]([CH3:2])[O:3][C:4]([CH:5]=[C:6]([c:7]1[cH:8][cH:9][cH:10][cH:11][cH:12]1)[c:13]1[cH:14][cH:15][c:16]([Br:19])[cH:17][cH:18]1)=[O:20].[CH3:21][N:22]([CH2:23][C:24]#[CH:25])[CH3:26].[CH3:30][NH2:31].[Cl:27][CH2:28][Cl:29].[Cu:73][I:74].[Pd:32]([Cl:33])[Cl:34].[c:35]1([P:36]([c:37]2[cH:38][cH:39][cH:40][cH:41][cH:42]2)[c:43]2[cH:44][cH:45][cH:46][cH:47][cH:48]2)[cH:49][cH:50][cH:51][cH:52][cH:53]1.[c:54]1([P:55]([c:56]2[cH:57][cH:58][cH:59][cH:60][cH:61]2)[c:62]2[cH:63][cH:64][cH:65][cH:66][cH:67]2)[cH:68][cH:69][cH:70][cH:71][cH:72]1>>[CH2:1]([CH3:2])[O:3][C:4]([CH:5]=[C:6]([c:7]1[cH:8][cH:9][cH:10][cH:11][cH:12]1)[c:13]1[cH:14][cH:15][c:16]([C:25]#[C:24][CH2:23][N:22]([CH3:21])[CH3:26])[cH:17][cH:18]1)=[O:20]. The reactants are C(C)SC=1SC2=C([N+]1CC)C=CC=C2 (2-ethylmercapto-3-ethylbenzothiazolium), C(C1=CC=CC=C1)N1C(SCC1=O)=S (3-benzylrhodanine), resultant mixture. The solvent is C(C)N(CC)CC (triethylamine). Product: C(C1=CC=CC=C1)N1C(SC(C1=O)=S1CN(C2=C1C=CC=C2)CC)=S (3-benzyl-5-(3-ethylbenzothiazolylidene)rhodanine). Reaction SMILES: C(S[C:4]1[S:5][C:6]2[CH:14]=[CH:13][CH:12]=[CH:11][C:7]=2[N+:8]=1[CH2:9][CH3:10])C.[CH2:15]([N:22]1[C:26](=[O:27])[CH2:25][S:24][C:23]1=[S:28])[C:16]1[CH:21]=[CH:20][CH:19]=[CH:18][CH:17]=1>C(N(CC)CC)C>[CH2:15]([N:22]1[C:26](=[O:27])[C:25](=[S:5]2[C:6]3[CH:14]=[CH:13][CH:12]=[CH:11][C:7]=3[N:8]([CH2:9][CH3:10])[CH2:4]2)[S:24][C:23]1=[S:28])[C:16]1[CH:17]=[CH:18][CH:19]=[CH:20][CH:21]=1. Procedure: To 30 ml of an ethanol solution of 13.0 g of the intermediate product obtained in Preparative Example 2, viz., 2-ethylmercapto-3-ethylbenzothiazolium p-toluenesulfoante, was added 4.5 g of 3-benzylrhodanine, while stirring the mixture at room temperature (about 20° C.), 6.1 g of triethylamine was added dropwise to the mixture over a 3 minute period, and thereafter, the resultant mixture was refluxed for 10 minutes. After cooling the reaction mixture, precipitate formed was recovered by filtratio...